This data is from the Open Reaction Database (ORD), a public repository of structured organic reaction records. The task is: describe an organic reaction: reactants, conditions, products, and yield Starting materials: O (water), SC1=C(C(=O)O)C=CC=N1 (2-mercaptonicotinic acid), COC=1C=C(CCl)C=CC1 (3-methoxybenzyl chloride), C[O-].[Na+] (sodium methoxide). The solvent is CO (methanol). Reaction conditions: time 14 hour. Yields the product COC=1C=C(CSC2=C(C(=O)O)C=CC=N2)C=CC1 (2-(3-Methoxybenzylthio)-nicotinic acid). Reaction SMILES: [SH:1][C:2]1[N:10]=[CH:9][CH:8]=[CH:7][C:3]=1[C:4]([OH:6])=[O:5].C[O-].[Na+].[CH3:14][O:15][C:16]1[CH:17]=[C:18]([CH:21]=[CH:22][CH:23]=1)[CH2:19]Cl.O>CO>[CH3:14][O:15][C:16]1[CH:17]=[C:18]([CH:21]=[CH:22][CH:23]=1)[CH2:19][S:1][C:2]1[N:10]=[CH:9][CH:8]=[CH:7][C:3]=1[C:4]([OH:6])=[O:5] |f:1.2|. Procedure: A suspension of 4.65 g (0.03 mole) of 2-mercaptonicotinic acid in 100 ml of methanol was cooled in ice as 3.24 g (0.06 mole) of sodium methoxide was added. The resulting solution was left at ice - temperature as 4.68 g (0.03 mole) of 3-methoxybenzyl chloride was added over 5 minutes. The reaction mixture was stirred for 14 hours and the reaction set solid. The addition of 50 ml of water caused solution and an excess of acetic acid precipitated 7.55 g (92% of theory) of 2-(3-methoxybenzylthio)nic... Reactants: C(C)OC(CC=1C=NC=C(C1)C1=C(C=C(C=C1)C(F)(F)F)CNCC)=O ([5-(2-ethylaminomethyl-4-trifluoromethyl-phenyl)-pyridin-3-yl]-acetic acid ethyl ester), Cl.N1=C(C=CC=C1)CC(=O)O (2-pyridylacetic acid hydrochloride). Product: C(C)OC(CC=1C=NC=C(C1)C1=C(C=C(C=C1)C(F)(F)F)CN(C(CC1=NC=CC=C1)=O)CC)=O ([5-(2-{[N-ethyl-N-(2-pyridin-2-yl-acetyl)-amino]-methyl}-4-trifluoromethyl-phenyl)-pyridin-3-yl]-acetic acid ethyl ester). RXN SMILES: [CH2:1]([O:3][C:4](=[O:26])[CH2:5][C:6]1[CH:7]=[N:8][CH:9]=[C:10]([C:12]2[CH:17]=[CH:16][C:15]([C:18]([F:21])([F:20])[F:19])=[CH:14][C:13]=2[CH2:22][NH:23][CH2:24][CH3:25])[CH:11]=1)[CH3:2].Cl.[N:28]1[CH:33]=[CH:32][CH:31]=[CH:30][C:29]=1[CH2:34][C:35]([OH:37])=O>>[CH2:1]([O:3][C:4](=[O:26])[CH2:5][C:6]1[CH:7]=[N:8][CH:9]=[C:10]([C:12]2[CH:17]=[CH:16][C:15]([C:18]([F:20])([F:19])[F:21])=[CH:14][C:13]=2[CH2:22][N:23]([CH2:24][CH3:25])[C:35](=[O:37])[CH2:34][C:29]2[CH:30]=[CH:31][CH:32]=[CH:33][N:28]=2)[CH:11]=1)[CH3:2] |f:1.2|. Procedure: [5-(2-ethylaminomethyl-4-trifluoromethyl-phenyl)-pyridin-3-yl]-acetic acid ethyl ester and 2-pyridylacetic acid hydrochloride were reacted as described in Example 8, Step 6 to provide [5-(2-{[N-ethyl-N-(2-pyridin-2-yl-acetyl)-amino]-methyl}-4-trifluoromethyl-phenyl)-pyridin-3-yl]-acetic acid ethyl ester. The ester was hydrolyzed to the acid as described in Example 30, Step 2. The reactants are O=C[O-], CC(C)O, COC(=O)c1cc(N(CC2CC2)C2CCCCC2)nc(Cl)n1, [NH4+], O, [Pd]. The product is COC(=O)c1cc(N(CC2CC2)C2CCCCC2)ncn1. Reaction SMILES: [CH:23]([O-:24])=[O:25].[CH:27]([OH:28])([CH3:29])[CH3:30].[Cl:1][c:2]1[n:3][c:4]([N:12]([CH2:13][CH:14]2[CH2:15][CH2:16]2)[CH:17]2[CH2:18][CH2:19][CH2:20][CH2:21][CH2:22]2)[cH:5][c:6]([C:8](=[O:9])[O:10][CH3:11])[n:7]1.[NH4+:26].[OH2:31].[Pd:32]>>[cH:2]1[n:3][c:4]([N:12]([CH2:13][CH:14]2[CH2:15][CH2:16]2)[CH:17]2[CH2:18][CH2:19][CH2:20][CH2:21][CH2:22]2)[cH:5][c:6]([C:8](=[O:9])[O:10][CH3:11])[n:7]1. Reactants: CCCN(C)C(=O)c1cc(COC(C)C)cc(C(=O)OCC)c1, CO, [Na+], [OH-]. The product is CCCN(C)C(=O)c1cc(COC(C)C)cc(C(=O)O)c1. As a reaction SMILES: [CH2:1]([CH3:2])[O:3][C:4]([c:5]1[cH:6][c:7]([C:8](=[O:9])[N:10]([CH2:11][CH2:12][CH3:13])[CH3:14])[cH:15][c:16]([CH2:18][O:19][CH:20]([CH3:21])[CH3:22])[cH:17]1)=[O:23].[CH3:26][OH:27].[Na+:25].[OH-:24]>>[O:3]=[C:4]([c:5]1[cH:6][c:7]([C:8](=[O:9])[N:10]([CH2:11][CH2:12][CH3:13])[CH3:14])[cH:15][c:16]([CH2:18][O:19][CH:20]([CH3:21])[CH3:22])[cH:17]1)[OH:23]. Starting materials: FC(OC1=CC=C(C=C1)CC#N)(F)F ((4-trifluoromethoxyphenyl)acetonitrile), N (ammonia), [H][H] (hydrogen). Reagents/catalysts: [Ni] (Raney nickel). The solvent is CO (methanol). Product: FC(OC1=CC=C(C=C1)CCN)(F)F (2-(4-Trifluoromethoxyphenyl)ethylamine). Reaction SMILES: [F:1][C:2]([F:14])([F:13])[O:3][C:4]1[CH:9]=[CH:8][C:7]([CH2:10][C:11]#[N:12])=[CH:6][CH:5]=1.N.[H][H]>[Ni].CO>[F:1][C:2]([F:13])([F:14])[O:3][C:4]1[CH:5]=[CH:6][C:7]([CH2:10][CH2:11][NH2:12])=[CH:8][CH:9]=1. Reported procedure: 650 ml of methanol, 260 g of (4-trifluoromethoxyphenyl)acetonitrile, and moist Raney nickel in an amount corresponding to 0.39 mol were initially charged in an autoclave, and 260 ml of ammonia were condensed in. The mixture was hydrogenated at 130° C. and a hydrogen pressure of 140 bar for 2 hours. The reaction mixture was then vented at room temperature, and the catalyst was filtered off. The filtrate was distilled at 10 hPa. This gave 224.5 g of 2-(4-trifluoromethoxyphenyl)ethylamine as a colo... Reactants: CCOC(=O)CBr, CN(C)C=O, [H-], [Na+], OCCCl. Product: CCOC(=O)COCCCl. RXN SMILES: [Br:7][CH2:8][C:9](=[O:10])[O:11][CH2:12][CH3:13].[CH3:14][N:15]([CH3:16])[CH:17]=[O:18].[H-:1].[Na+:2].[OH:3][CH2:4][CH2:5][Cl:6]>>[O:3]([CH2:4][CH2:5][Cl:6])[CH2:8][C:9](=[O:10])[O:11][CH2:12][CH3:13]. Reactants: CC(=O)[CH-]C(C)=O, CCO, Cc1c(OCC(F)(F)F)ccnc1CSc1nc2ccccc2[nH]1, CCO, [Na+], [Na+], O, OO, O=S([O-])([O-])=S, [V+4]. Yields the product Cc1c(OCC(F)(F)F)ccnc1CS(=O)c1nc2ccccc2[nH]1. RXN SMILES: [CH-:42]([C:43](=[O:44])[CH3:45])[C:46](=[O:47])[CH3:48].[CH2:35]([OH:36])[CH3:37].[CH3:1][c:2]1[c:3]([CH2:14][S:15][c:16]2[nH:17][c:18]3[c:19]([n:20]2)[cH:21][cH:22][cH:23][cH:24]3)[n:4][cH:5][cH:6][c:7]1[O:8][CH2:9][C:10]([F:11])([F:12])[F:13].[CH3:38][CH2:39][OH:40].[Na+:32].[Na+:33].[OH2:34].[OH:25][OH:26].[S:27]([O-:28])(=[O:29])([O-:30])=[S:31].[V+4:41]>>[CH3:1][c:2]1[c:3]([CH2:14][S:15]([c:16]2[n:17][c:18]3[c:19]([nH:20]2)[cH:21][cH:22][cH:23][cH:24]3)=[O:29])[n:4][cH:5][cH:6][c:7]1[O:8][CH2:9][C:10]([F:11])([F:12])[F:13].